This data is from the Open Reaction Database (ORD), a public repository of structured organic reaction records. The task is: describe an organic reaction: reactants, conditions, products, and yield The reactants are CC1(CCC(N1)=N)C (5,5-dimethyl-pyrrolidin-2-ylideneamine), BrC(C=O)=COC(C)C (2-bromo-3-isopropoxy-propenal), C1(CC1)N1C(=NC=C1C=O)C (cyclopropyl-2-methyl-3H-imidazole-4-carbaldehyde). Product: CC1(CCC=2N1C(=CN2)C=O)C (5,5-Dimethyl-6,7-dihydro-5H-pyrrolo[1,2-a]imidazole-3-carbaldehyde). As a reaction SMILES: [CH3:1][C:2]1([CH3:8])[NH:6][C:5](=[NH:7])[CH2:4][CH2:3]1.Br[C:10](=[CH:13]OC(C)C)[CH:11]=[O:12].C1(N2C(C=O)=CN=C2C)CC1>>[CH3:1][C:2]1([CH3:8])[N:6]2[C:10]([CH:11]=[O:12])=[CH:13][N:7]=[C:5]2[CH2:4][CH2:3]1. Reported procedure: 5,5-Dimethyl-6,7-dihydro-5H-pyrrolo[1,2-a]imidazole-3-carbaldehyde was prepared from 5,5-dimethyl-pyrrolidin-2-ylideneamine (Buckley, et al. J. Chem. Soc. 1947, 1507.) and 2-bromo-3-isopropoxy-propenal in the same manner as cyclopropyl-2-methyl-3H-imidazole-4-carbaldehyde (Example 45). Reactants: C(CCl)Cl (EDC), C1=CC2=C(N=C1)N(N=N2)O (HOAt), CN1CCOCC1 (NMM), Cl.ClC=1C=CC(=C(CNC([C@H]2NCCC2)=O)C1)N1N=NN=C1 (N-[5-chloro-2-(1H-tetraazol-1-yl)benzyl]-L-prolinamide hydrochloride), C(C)(C)(C)OC(=O)N1C(CC1)(C(=O)O)C (racemic 1-(tert-butoxycarbonyl)-2-methylazetidine-2-carboxylic acid). The solvent is CN(C)C=O (DMF). The product is ClC=1C=CC(=C(CNC([C@H]2N(CCC2)C(=O)C2(N(CC2)C(=O)OC(C)(C)C)C)=O)C1)N1N=NN=C1 (N-[5-chloro-2-(1H-tetraazol-1-yl)benzyl]-1-[(1-tert-butoxycarbonyl-2-methylazetidin-2-yl)carbonyl]-L-prolinamide). Reaction SMILES: C(Cl)CCl.C1C=NC2N(O)N=NC=2C=1.CN1CCOCC1.Cl.[Cl:23][C:24]1[CH:25]=[CH:26][C:27]([N:39]2[CH:43]=[N:42][N:41]=[N:40]2)=[C:28]([CH:38]=1)[CH2:29][NH:30][C:31](=[O:37])[C@@H:32]1[CH2:36][CH2:35][CH2:34][NH:33]1.[C:44]([O:48][C:49]([N:51]1[CH2:54][CH2:53][C:52]1([CH3:58])[C:55](O)=[O:56])=[O:50])([CH3:47])([CH3:46])[CH3:45]>CN(C=O)C>[Cl:23][C:24]1[CH:25]=[CH:26][C:27]([N:39]2[CH:43]=[N:42][N:41]=[N:40]2)=[C:28]([CH:38]=1)[CH2:29][NH:30][C:31](=[O:37])[C@@H:32]1[CH2:36][CH2:35][CH2:34][N:33]1[C:55]([C:52]1([CH3:58])[CH2:53][CH2:54][N:51]1[C:49]([O:48][C:44]([CH3:47])([CH3:46])[CH3:45])=[O:50])=[O:56] |f:3.4|. Procedure details: EDC (0.104 g, 0.54 mmol), HOAt (24.6 mg, 0.18 mmol), NMM (0.079 mL, 0.72 mmol), and N-[5-chloro-2-(1H-tetraazol-1-yl)benzyl]-L-prolinamide hydrochloride (Example 26, Step B, 0.143 g, 0.42 mmol) were added to a stirred solution of racemic 1-(tert-butoxycarbonyl)-2-methylazetidine-2-carboxylic acid (0.143 g, 0.36 mmol in DMF (1.1 mL). After 3 h at room temperature the reaction was partitioned between EtOAc and water. The organic layer was washed with brine, dried (Na2SO4) and concentrated in vacuo... Run in O1CCCC1 (tetrahydrofuran). The product is N1(CCC1)C1=CC=C(C=N1)NC(=O)C=1N(C2=CC=C(C=C2C1)F)CC1=CC(=CC=C1)F (N-[6-(Azetidin-1-yl)pyridin-3-yl]-5-fluoro-1-(3-fluorobenzyl)-1H-indole-2-carboxamide). Reagents/catalysts: C(C)(=O)[O-].C(C)(=O)[O-].[Pd+2] (palladium diacetate). Procedure: 4.2 ml (4.2 mmol) of a 1M solution of lithium bistrimethylsilylamide in tetrahydrofuran are added to a mixture, stirred to 0° C. under an argon atmosphere, of 0.7 g (1.76 mmol) of N-[6-chloropyridin-3-yl]-5-fluoro-1-(3-fluorobenzyl)-1H-indole-2-carboxamide, prepared in step 3.1, of 0.123 g (2.11 mmol) of azetidine, of 8 mg (0.04 mmol) of palladium diacetate and of 19.5 mg (0.04 mmol) of (R)-(−)-1-[(S)-2-(dicyclohexylphosphino)ferrocenyl]ethyldi-tert-butylphosphine in 1.8 ml of dry and degassed d... Conditions: temperature 100 celsius. Reactants: N1CCC1 (azetidine), (R)-(−)-1-[(S)-2-(dicyclohexylphosphino)ferrocenyl]ethyldi-tert-butylphosphine, solution, C[Si](C)(C)[N-][Si](C)(C)C.[Li+] (lithium bistrimethylsilylamide), ClC1=CC=C(C=N1)NC(=O)C=1N(C2=CC=C(C=C2C1)F)CC1=CC(=CC=C1)F (N-[6-chloropyridin-3-yl]-5-fluoro-1-(3-fluorobenzyl)-1H-indole-2-carboxamide). RXN SMILES: C[Si]([N-][Si](C)(C)C)(C)C.[Li+].Cl[C:12]1[N:17]=[CH:16][C:15]([NH:18][C:19]([C:21]2[N:22]([CH2:31][C:32]3[CH:37]=[CH:36][CH:35]=[C:34]([F:38])[CH:33]=3)[C:23]3[C:28]([CH:29]=2)=[CH:27][C:26]([F:30])=[CH:25][CH:24]=3)=[O:20])=[CH:14][CH:13]=1.[NH:39]1[CH2:42][CH2:41][CH2:40]1>O1CCCC1.C([O-])(=O)C.C([O-])(=O)C.[Pd+2]>[N:39]1([C:12]2[N:17]=[CH:16][C:15]([NH:18][C:19]([C:21]3[N:22]([CH2:31][C:32]4[CH:37]=[CH:36][CH:35]=[C:34]([F:38])[CH:33]=4)[C:23]4[C:28]([CH:29]=3)=[CH:27][C:26]([F:30])=[CH:25][CH:24]=4)=[O:20])=[CH:14][CH:13]=2)[CH2:42][CH2:41][CH2:40]1 |f:0.1,5.6.7|. Starting materials: CO, CCOCC, N#CC(Cl)(Cl)Cl, [H-], [Na+], CC(C)(O)c1ccccc1. The product is CC(C)(OC(=N)C(Cl)(Cl)Cl)c1ccccc1. RXN SMILES: [CH3:19][OH:20].[CH3:21][CH2:22][O:23][CH2:24][CH3:25].[Cl:13][C:14]([C:15]#[N:16])([Cl:17])[Cl:18].[H-:1].[Na+:2].[c:3]1([C:9]([CH3:10])([CH3:11])[OH:12])[cH:4][cH:5][cH:6][cH:7][cH:8]1>>[c:3]1([C:9]([CH3:10])([CH3:11])[O:12][C:15]([C:14]([Cl:13])([Cl:17])[Cl:18])=[NH:16])[cH:4][cH:5][cH:6][cH:7][cH:8]1. Starting materials: CC=1C=C(N)C=CC1C (3,4-dimethylaniline), S1C=CC=C1 (thiophene), N(=O)OCCCC (n-butyl nitrite), S1C=CC=C1 (thiophene). The product is C1(=CC(=C(C=C1)C)C)C=1SC=CC1 (2-(3,4-xylyl)thiophene). Isolated yield 26.6%. Reaction SMILES: [CH3:1][C:2]1[CH:3]=[C:4]([CH:6]=[CH:7][C:8]=1[CH3:9])N.[S:10]1[CH:14]=[CH:13][CH:12]=[CH:11]1.N(OCCCC)=O>>[C:4]1([C:11]2[S:10][CH:14]=[CH:13][CH:12]=2)[CH:6]=[CH:7][C:8]([CH3:9])=[C:2]([CH3:1])[CH:3]=1. Reported procedure: A solution of 182 g (1.50 moles) of 3,4-dimethylaniline, m.p. 49°-51° C. in 3000 ml (38 moles) of thiophene was treated with 226 ml (2.00 moles) of n-butyl nitrite. The solution was allowed to stand at room temperature for one week. Unreacted thiophene was removed by distillation with a steam bath. The residue was distilled at reduced pressure to give 75 g (27%) of 2-(3,4-xylyl)thiophene, b.p. 107°-122° (0.08 mm). Vapor phase chromatography showed the presence of about 2% of the xylidine startin... Reactants: FC1=CN=C(C(=N1)C(=O)OC)[N+](=O)[O-] (methyl 6-fluoro-3-nitro-2-pyrazinecarboxylate), [H][H] (hydrogen). The reagents and catalysts are C([O-])([O-])=O.[Ca+2].[Pd+2].C([O-])([O-])=O (palladium-calcium carbonate). Run in C(C)(=O)O (acetic acid). The product is NC=1C(=NC(=CN1)F)C(=O)OC (methyl 3-amino-6-fluoro-2-pyrazinecarboxylate). Yield: 11.8%. RXN SMILES: [F:1][C:2]1[N:7]=[C:6]([C:8]([O:10][CH3:11])=[O:9])[C:5]([N+:12]([O-])=O)=[N:4][CH:3]=1.[H][H]>C(O)(=O)C.C(=O)([O-])[O-].[Ca+2].[Pd+2].C(=O)([O-])[O-]>[NH2:12][C:5]1[C:6]([C:8]([O:10][CH3:11])=[O:9])=[N:7][C:2]([F:1])=[CH:3][N:4]=1 |f:3.4.5.6|. Reported procedure: In 1.0 mL of acetic acid was dissolved 20 mg of methyl 6-fluoro-3-nitro-2-pyrazinecarboxylate. After adding 6 mg of lead-poisoned palladium-calcium carbonate, hydrogen gas was introduced into the mixture at room temperature under a pressure of 1 atmosphere, until the mixture became absorbing no further quantity of hydrogen gas. The insoluble matter was filtered off from the reaction mixture, and the filtrate was concentrated under reduced pressure. The residue thus obtained was purified by silic...